This data is from the Open Reaction Database (ORD), a public repository of structured organic reaction records. The task is: describe an organic reaction: reactants, conditions, products, and yield As a reaction SMILES: [C:28](=[O:29])([O-:30])[O-:31].[CH3:34][N:35]1[CH2:36][CH2:37][CH2:38][C:39]1=[O:40].[Cl:1][c:2]1[cH:3][c:4]([OH:12])[c:5]([CH2:8][C:9](=[O:10])[OH:11])[cH:6][cH:7]1.[Cs+:32].[Cs+:33].[F:13][c:14]1[c:15]([C:24]([F:25])([F:26])[F:27])[cH:16][c:17]([S:20](=[O:21])(=[O:22])[CH3:23])[cH:18][cH:19]1>>[Cl:1][c:2]1[cH:3][c:4]([O:12][c:14]2[c:15]([C:24]([F:25])([F:26])[F:27])[cH:16][c:17]([S:20](=[O:21])(=[O:22])[CH3:23])[cH:18][cH:19]2)[c:5]([CH2:8][C:9](=[O:10])[OH:11])[cH:6][cH:7]1. Starting materials: O=C([O-])[O-], CN1CCCC1=O, O=C(O)Cc1ccc(Cl)cc1O, [Cs+], [Cs+], CS(=O)(=O)c1ccc(F)c(C(F)(F)F)c1. Product: CS(=O)(=O)c1ccc(Oc2cc(Cl)ccc2CC(=O)O)c(C(F)(F)F)c1. Starting materials: O=C(O)c1ccco1, CNc1ccc(F)cc1. Reagents/catalysts: C1CCN(C1)[P+](N2CCCC2)(N3CCCC3)Cl.F[P-](F)(F)(F)(F)F (PyCloP), CCN(C(C)C)C(C)C (DIPEA). Run in CN(C)C=O (DMF), CN(C)C=O (DMF), CN(C)C=O (DMF), CN(C)C=O (DMF), CN(C)C=O (DMF), CN(C)C=O (DMF). Conditions: temperature 25 celsius, time 2 hour. Yields the product CN(C(=O)c1ccco1)c1ccc(F)cc1. The yield is 23.7%. As a reaction SMILES: CNc1ccc(F)cc1.O=C(O)c1ccco1.C1CCN(C1)[P+](N2CCCC2)(N3CCCC3)Cl.F[P-](F)(F)(F)(F)F.CCN(C(C)C)C(C)C.CN(C)C=O>>CN(C(=O)c1ccco1)c1ccc(F)cc1. Starting materials: Example 2 ( A ), N1CCNCCNCCC1 (1,4,7-triazacyclodecane), COC(N(C)C)OC (dimethylformamide dimethyl acetal). Yields the product N12CCN3CCN(CCC1)C23 (1,4,7-triazatricyclo[5.3.1.04,11 ]undecane). RXN SMILES: [NH:1]1[CH2:10][CH2:9][CH2:8][NH:7][CH2:6][CH2:5][NH:4][CH2:3][CH2:2]1.[CH3:11]OC(OC)N(C)C>>[N:1]12[CH:11]3[N:4]([CH2:5][CH2:6][N:7]3[CH2:8][CH2:9][CH2:10]1)[CH2:3][CH2:2]2. Procedure: In a manner similar to that of Example 2 (A), 4.80 g (33.5 mmol) of 1,4,7-triazacyclodecane and 4.00 g of dimethylformamide dimethyl acetal were reacted to give 4.67 g (91%) of clear, colorless liquid, bp 96°-97.5° (4.0 mm). Redistillation in a molecular still at 70° (3.4 mm) gave an analytical sample of 1,4,7-triazatricyclo[5.3.1.04,11 ]undecane. The product is [N+](=O)([O-])C=1C=C(SC1)C(O)P(OCC)(OCC)=O (O,O-Diethyl (4-nitro)-2-thienylhydroxymethylphosphonate). Run at temperature 0 celsius, time 18 hour. Reported procedure: Thiophene-2-carboxaldehyde (3.20 mL, 34.0 mmol) was dissolved in sulfuric acid (20 mL) and cooled to 0° C. Potassium nitrate (4.05 g, 44.0 mmol) was added and the resultant mixture was stirred for 30 minutes and was poured onto ice. The product was extracted with ether, washed with aqueous sodium bicarbonate, dried with anhyrous magnesium sulfate and evaporated to give an oil which was immediately mixed with diethylphosphite (4.40 mL, 34.0 mmol) and adsorbed onto excess basic alumina. After 18 h... RXN SMILES: [S:1]1[CH:5]=[CH:4][CH:3]=[C:2]1[CH:6]=[O:7].[N+:8]([O-:11])([O-])=[O:9].[K+].[CH2:13]([O:15][P:16]([O-:20])[O:17][CH2:18][CH3:19])[CH3:14]>S(=O)(=O)(O)O>[N+:8]([C:4]1[CH:3]=[C:2]([CH:6]([P:16](=[O:20])([O:17][CH2:18][CH3:19])[O:15][CH2:13][CH3:14])[OH:7])[S:1][CH:5]=1)([O-:11])=[O:9] |f:1.2|. Solvent: S(O)(O)(=O)=O (sulfuric acid). Starting materials: C(C)OP(OCC)[O-] (diethylphosphite), S1C(=CC=C1)C=O (Thiophene-2-carboxaldehyde), resultant mixture, [N+](=O)([O-])[O-].[K+] (Potassium nitrate). Starting materials: BrC=1C=C2CCOC(C2=CC1OC)C(=O)O (6-bromo-7-(methyloxy)-3,4-dihydro-1H-isochromene-1-carboxylic acid), C1=CN(C=N1)C(=O)N2C=CN=C2 (CDI), CONC (O,N-dimethyl-hydroxylamine). Solvent: C(Cl)Cl (DCM). Conditions: time 0.5 hour. Product: BrC=1C=C2CCOC(C2=CC1OC)C(=O)N(OC)C (6-bromo-N-methyl-N,7-bis(methyloxy)-3,4-dihydro-1H-isochromene-1-carboxamide). RXN SMILES: [Br:1][C:2]1[CH:3]=[C:4]2[C:9](=[CH:10][C:11]=1[O:12][CH3:13])[CH:8]([C:14]([OH:16])=O)[O:7][CH2:6][CH2:5]2.C1N=CN(C(N2C=NC=C2)=O)C=1.[CH3:29][O:30][NH:31][CH3:32]>C(Cl)Cl>[Br:1][C:2]1[CH:3]=[C:4]2[C:9](=[CH:10][C:11]=1[O:12][CH3:13])[CH:8]([C:14]([N:31]([CH3:32])[O:30][CH3:29])=[O:16])[O:7][CH2:6][CH2:5]2. Procedure details: A mixture of 6-bromo-7-(methyloxy)-3,4-dihydro-1H-isochromene-1-carboxylic acid (5.9 g, 21 mmol) and CDI (4.0 g, 25 mmol) in 60 mL of dry DCM was stirred at r.t. for 0.5 hours and then O,N-dimethyl-hydroxylamine (2.4 g, 25 mmol) was added. The result mixture was stirred overnight. The solvents were removed under vacuum, and the residue was purified by column to give 6-bromo-N-methyl-N,7-bis(methyloxy)-3,4-dihydro-1H-isochromene-1-carboxamide. Reactants: Cl, Cl, O=C(O)C=Cc1ccccc1[N+](=O)[O-], NC1CN2CCC1CC2. Product: O=C(C=Cc1ccccc1[N+](=O)[O-])NC1CN2CCC1CC2. Reaction SMILES: [ClH:1].[ClH:2].[N+:12](=[O:13])([O-:14])[c:15]1[c:16]([CH:21]=[CH:22][C:23](=[O:24])[OH:25])[cH:17][cH:18][cH:19][cH:20]1.[N:3]12[CH2:4][CH:5]([NH2:11])[CH:6]([CH2:7][CH2:8]1)[CH2:9][CH2:10]2>>[N:3]12[CH2:4][CH:5]([NH:11][C:23]([CH:22]=[CH:21][c:16]3[c:15]([N+:12](=[O:13])[O-:14])[cH:20][cH:19][cH:18][cH:17]3)=[O:24])[CH:6]([CH2:7][CH2:8]1)[CH2:9][CH2:10]2. The reactants are CCOC(=O)C=C1CC(CC)C(CO)C1, ClCCl, [H][H]. The product is CCOC(=O)CC1CC(CC)C(CO)C1. RXN SMILES: [CH2:1]([CH3:2])[CH:3]1[CH2:4][C:5](=[CH:10][C:11](=[O:12])[O:13][CH2:14][CH3:15])[CH2:6][CH:7]1[CH2:8][OH:9].[Cl:18][CH2:19][Cl:20].[H:16][H:17]>>[CH2:1]([CH3:2])[CH:3]1[CH2:4][CH:5]([CH2:10][C:11](=[O:12])[O:13][CH2:14][CH3:15])[CH2:6][CH:7]1[CH2:8][OH:9].